This data is from the Open Reaction Database (ORD), a public repository of structured organic reaction records. The task is: describe an organic reaction: reactants, conditions, products, and yield Reactants: solid, Cl.Cl.Cl.O1CCC=2C1=C(N=CC2)N2CCN(CC2)CC[C@@H]2CC[C@H](CC2)N (trans-4-{2-[4-(2,3-dihydro-furo[2,3-c]pyridin-7-yl)-piperazin-1-yl]-ethyl}-cyclohexylamine trihydrochloride), Cl.Cl.Cl.O1CCC=2C1=C(N=CC2)N2CCN(CC2)CC[C@@H]2CC[C@H](CC2)N (trans-4-{2-[4-(2,3-dihydro-furo[2,3-c]pyridin-7-yl)-piperazin-1-yl]-ethyl}-cyclohexylamine trihydrochloride), FC1(C(C1)C(=O)O)F (2,2-difluoro-cyclopropane-carboxylic acid). Yields the product O1CCC=2C1=C(N=CC2)N2CCN(CC2)CC[C@@H]2CC[C@H](CC2)NC(=O)C2C(C2)(F)F (2,2-Difluoro-cyclopropanecarboxylic acid trans-(4-{2-[4-(2,3-dihydro-furo[2,3-c]pyridin-7-yl)-piperazin-1-yl]-ethyl}-cyclohexyl)-amide). As a reaction SMILES: Cl.Cl.Cl.[O:4]1[C:8]2=[C:9]([N:13]3[CH2:18][CH2:17][N:16]([CH2:19][CH2:20][C@H:21]4[CH2:26][CH2:25][C@H:24]([NH2:27])[CH2:23][CH2:22]4)[CH2:15][CH2:14]3)[N:10]=[CH:11][CH:12]=[C:7]2[CH2:6][CH2:5]1.[F:28][C:29]1([F:35])[CH2:31][CH:30]1[C:32](O)=[O:33]>>[O:4]1[C:8]2=[C:9]([N:13]3[CH2:18][CH2:17][N:16]([CH2:19][CH2:20][C@H:21]4[CH2:26][CH2:25][C@H:24]([NH:27][C:32]([CH:30]5[CH2:31][C:29]5([F:35])[F:28])=[O:33])[CH2:23][CH2:22]4)[CH2:15][CH2:14]3)[N:10]=[CH:11][CH:12]=[C:7]2[CH2:6][CH2:5]1 |f:0.1.2.3|. Procedure: The title compound, white solid (99 mg, 91%), MS (ISP) m/z=435.3 [(M+H)+], mp 227° C., was prepared in accordance with the general method of example 6 from trans-4-{2-[4-(2,3-dihydro-furo[2,3-c]pyridin-7-yl)-piperazin-1-yl]-ethyl}-cyclohexylamine trihydrochloride (intermediate B) (110 mg, 0.25 mmol) and 2,2-difluoro-cyclopropane-carboxylic acid. Starting materials: FC(C1=CC=C(C=C1)O)(F)F (4-Trifluoromethylphenol), C(=O)([O-])[O-].[Cs+].[Cs+] (Cs2CO3), BrC(C(=O)OCC)C (ethyl 2-bromopropionate). Run in CN(C)C=O (DMF). Run at temperature 90 celsius, time 16 hour. Yields the product C(C)OC(C(C)OC1=CC=C(C=C1)C(F)(F)F)=O (2-(4-Trifluoromethylphenoxy)propionic acid ethyl ester). As a reaction SMILES: [F:1][C:2]([F:11])([F:10])[C:3]1[CH:8]=[CH:7][C:6]([OH:9])=[CH:5][CH:4]=1.C([O-])([O-])=O.[Cs+].[Cs+].Br[CH:19]([CH3:25])[C:20]([O:22][CH2:23][CH3:24])=[O:21]>CN(C=O)C>[CH2:23]([O:22][C:20](=[O:21])[CH:19]([O:9][C:6]1[CH:5]=[CH:4][C:3]([C:2]([F:10])([F:11])[F:1])=[CH:8][CH:7]=1)[CH3:25])[CH3:24] |f:1.2.3|. Procedure details: 4-Trifluoromethylphenol (0.30 mol), Cs2CO3 (197.0 g, 0.61 mol), and ethyl 2-bromopropionate (54.3 g, 0.30 mol) were combined in anhydrous DMF (1000 mL) and stirred at 90° C. under an atmosphere of nitrogen. After 16 h, the DMF was removed in vacuo. The residue was dissolved in ethyl acetate (300 mL) and washed twice with water and once with brine. The organic layer was dried over Na2SO4 and concentrated in vacuo to produce an oil. The reactants are CC(C)(C)C(C(=O)[O-])N1N=C(C(=C1)B1OC(C(O1)(C)C)(C)C)C1=CC=C(C=C1)[N+](=O)[O-] (1,1-dimethylethyl[3-(4-nitrophenyl)-4-(4,4,5,5-tetramethyl-1,3,2-dioxaborolan-2-yl)-1H-pyrazol-1-yl]acetate), Cl.C(C)(C)(C)NN (t-butylhydrazine hydrochloride). Yields the product CC(C)(C)N1N=CC=C1C1=CC=C(C=C1)[N+](=O)[O-] (1-(1,1-dimethylethyl)-5-(4-nitrophenyl)-1H-pyrazole). Reaction SMILES: CC(C([N:9]1[CH:13]=[C:12](B2OC(C)(C)C(C)(C)O2)[C:11]([C:23]2[CH:28]=[CH:27][C:26]([N+:29]([O-:31])=[O:30])=[CH:25][CH:24]=2)=[N:10]1)C([O-])=O)(C)C.Cl.[C:33](NN)([CH3:36])([CH3:35])[CH3:34]>>[CH3:34][C:33]([N:10]1[C:11]([C:23]2[CH:24]=[CH:25][C:26]([N+:29]([O-:31])=[O:30])=[CH:27][CH:28]=2)=[CH:12][CH:13]=[N:9]1)([CH3:36])[CH3:35] |f:1.2|. Reported procedure: Following the procedure described for Intermediate 1 with t-butylhydrazine hydrochloride, provided the title compound as the major isomer (80%). ESMS (M−C(CH3)3+2H): 190.0; 1HNMR (400 MHz, d6-DMSO)8.32 (d, 2H), 7.7 (d, 2H), 7.48(d, 1H), 6.25 (d, 1H), 1.42 (s, 9H) Starting materials: Cl (hydrochloric acid), COC1=CC=C(C=C1)C=1C=C(NC1C1=CC=C(C=C1)OC)C(C(F)(F)F)=O (1-[4,5-bis(4-methoxyphenyl)-1H-pyrrol-2-yl]-2,2,2-trifluoro-1-ethanone), C(C)O (ethanol), [BH4-].[Na+] (sodium borohydride). Run in O (water). Run at time 0.5 hour. Yields the product COC1=CC=C(C=C1)C=1C=C(NC1C1=CC=C(C=C1)OC)C(O)C(F)(F)F (4,5-Bis(4-methoxyphenyl)-α-(trifluoromethyl)-1H-pyrrole-2-methanol). Yield: 84.8%. Reaction SMILES: [CH3:1][O:2][C:3]1[CH:8]=[CH:7][C:6]([C:9]2[CH:10]=[C:11]([C:22](=[O:27])[C:23]([F:26])([F:25])[F:24])[NH:12][C:13]=2[C:14]2[CH:19]=[CH:18][C:17]([O:20][CH3:21])=[CH:16][CH:15]=2)=[CH:5][CH:4]=1.C(O)C.[BH4-].[Na+].Cl>O>[CH3:1][O:2][C:3]1[CH:8]=[CH:7][C:6]([C:9]2[CH:10]=[C:11]([CH:22]([C:23]([F:26])([F:25])[F:24])[OH:27])[NH:12][C:13]=2[C:14]2[CH:19]=[CH:18][C:17]([O:20][CH3:21])=[CH:16][CH:15]=2)=[CH:5][CH:4]=1 |f:2.3|. Procedure details: To a stirred mixture of 1.9 g (0.005 mole) of 1-[4,5-bis(4-methoxyphenyl)-1H-pyrrol-2-yl]-2,2,2-trifluoro-1-ethanone and 25 ml ethanol at 0° was added 0.4 g (0.01 mole) of sodium borohydride all at once. The mixture was stirred at 0° 0.5 hour, then at room temperature 1 hour. The mixture was chilled in an ice bath and 40 ml of 1N hydrochloric acid was added dropwise. The mixture was poured into water and extracted with methylene chloride. The organic layers were dried and concentrated. The crude...